From a dataset of the Open Reaction Database (ORD), a public repository of structured organic reaction records. describe an organic reaction: reactants, conditions, products, and yield Yields the product ClC1=CC=2N(C(=N1)OCC)C(=NC2)C(C)C (7-chloro-5-ethoxy-3-isopropylimidazo[1,5-c]pyrimidine). Run in C(C)O (ethanol). The reactants are [O-]CC.[Na+] (sodium ethoxide), [Na] (sodium), O (water), ClC1=NC(=CC=2N1C(=NC2)C(C)C)Cl (5,7-dichloro-3-isopropylimidazo[1,5-c]pyrimidine). Procedure details: To a stirred solution of sodium ethoxide prepared in ethanol from 0.18 g (7.8 mmole) of sodium metal under nitrogen was added 1.50 g (6.52 mmole) of 5,7-dichloro-3-isopropylimidazo[1,5-c]pyrimidine (from Example 37). After three hours at room temperature the mixture was poured into 50 ml of water and extracted thrice with 30 ml portions of chloroform. The combined extracts were washed thrice with 40 ml portions of water, dried over magnesium sulfate and evaporated to provide crude 7-chloro-5-eth... As a reaction SMILES: [O-:1][CH2:2][CH3:3].[Na+].[Na].Cl[C:7]1[N:12]2[C:13]([CH:16]([CH3:18])[CH3:17])=[N:14][CH:15]=[C:11]2[CH:10]=[C:9]([Cl:19])[N:8]=1.O>C(O)C>[Cl:19][C:9]1[N:8]=[C:7]([O:1][CH2:2][CH3:3])[N:12]2[C:13]([CH:16]([CH3:18])[CH3:17])=[N:14][CH:15]=[C:11]2[CH:10]=1 |f:0.1,^1:4|. The reactants are C(C)(C)(C)OC(=O)N1CCC2=C(C=CC(=C12)C)N=C=S (1-t-butoxycarbonyl-2,3-dihydro-4-isothiocyanato-7-methylindole), C(CN)N (ethylenediamine). The solvent is C(Cl)Cl (methylene chloride), C(Cl)Cl (methylene chloride). Run at time 30 minute. Product: NCCNC(NC1=C2CCN(C2=C(C=C1)C)C(=O)OC(C)(C)C)=S (4-[N'-(2-aminoethyl)thioureido]-1-t-butoxycarbonyl-2,3-dihydro-7-methylindole). The yield is 93.5%. Reaction SMILES: [C:1]([O:5][C:6]([N:8]1[C:16]2[C:11](=[C:12]([N:18]=[C:19]=[S:20])[CH:13]=[CH:14][C:15]=2[CH3:17])[CH2:10][CH2:9]1)=[O:7])([CH3:4])([CH3:3])[CH3:2].[CH2:21]([NH2:24])[CH2:22][NH2:23]>C(Cl)Cl>[NH2:23][CH2:22][CH2:21][NH:24][C:19](=[S:20])[NH:18][C:12]1[CH:13]=[CH:14][C:15]([CH3:17])=[C:16]2[C:11]=1[CH2:10][CH2:9][N:8]2[C:6]([O:5][C:1]([CH3:4])([CH3:2])[CH3:3])=[O:7]. Procedure: A solution of 1-t-butoxycarbonyl-2,3-dihydro-4-isothiocyanato-7-methylindole (1.70 g; 5.86 mmol) in methylene chloride (10 mL) is slowly added to a solution of ethylenediamine (1.76 g, 29.3 mmol) in methylene chloride (10 mL). After 30 minutes, the solution is washed with four 50-mL portions of aqueous potassium carbonate, dried over anhydrous potassium carbonate, filtered and rotary evaporated to yield an off-white solid. The crude residue is purified via silica gel column chromatography using ... Starting materials: ClC1=C(C=CC=C1)C(CC(=O)C1=CN(C(C=C1)=O)C)C1=CC(=C(C(=O)NCC(F)(F)F)C=C1)F (4-(1-(2-chlorophenyl)-3-(1-methyl-6-oxo-1,6-dihydropyridin-3-yl)-3-oxopropyl)-2-fluoro-N-(2,2,2-trifluoroethyl)benzamide), Cl.NO (hydroxylamine hydrochloride), C(=O)(O)[O-].[Na+] (NaHCO3). The product is ClC1=C(C=CC=C1)C(C\C(\C1=CN(C(C=C1)=O)C)=N/O)C1=CC(=C(C(=O)NCC(F)(F)F)C=C1)F ((E)-4-(1-(2-Chlorophenyl)-3-(hydroxyimino)-3-(1-methyl-6-oxo-1,6-dihydropyridin-3-yl)propyl)-2-fluoro-N-(2,2,2-trifluoroethyl)benzamide). As a reaction SMILES: [Cl:1][C:2]1[CH:7]=[CH:6][CH:5]=[CH:4][C:3]=1[CH:8]([C:20]1[CH:33]=[CH:32][C:23]([C:24]([NH:26][CH2:27][C:28]([F:31])([F:30])[F:29])=[O:25])=[C:22]([F:34])[CH:21]=1)[CH2:9][C:10]([C:12]1[CH:17]=[CH:16][C:15](=[O:18])[N:14]([CH3:19])[CH:13]=1)=O.Cl.[NH2:36][OH:37].C([O-])(O)=O.[Na+]>>[Cl:1][C:2]1[CH:7]=[CH:6][CH:5]=[CH:4][C:3]=1[CH:8]([C:20]1[CH:33]=[CH:32][C:23]([C:24]([NH:26][CH2:27][C:28]([F:30])([F:29])[F:31])=[O:25])=[C:22]([F:34])[CH:21]=1)[CH2:9]/[C:10](=[N:36]\[OH:37])/[C:12]1[CH:17]=[CH:16][C:15](=[O:18])[N:14]([CH3:19])[CH:13]=1 |f:1.2,3.4|. Procedure: In analogy to example 151, step 3, 4-(1-(2-chlorophenyl)-3-(1-methyl-6-oxo-1,6-dihydropyridin-3-yl)-3-oxopropyl)-2-fluoro-N-(2,2,2-trifluoroethyl)benzamide was reacted with hydroxylamine hydrochloride in the presence of NaHCO3 to give the title compound containing 8% of the corresponding Z isomer as a colorless waxy solid, MS (ESI+): m/z=510.2 [M+H]+. Starting materials: CC1=CC(=O)C(=CN1)C(=O)O (6-methyl-4-(1H)-pyridone-3-carboxylic acid), N1=CC=CC=C1 (pyridine), BrBr (bromine). The solvent is C(C)(=O)O (acetic acid), C(C)(=O)O (acetic acid). Reaction conditions: time 2 hour. Yields the product BrC1=C(NC=C(C1=O)C(=O)O)C (3-Bromo-1,4-dihydro-2-methyl-4-oxo-5-pyridinecarboxylic acid). Yield: 70.0%. RXN SMILES: [CH3:1][C:2]1[NH:8][CH:7]=[C:6]([C:9]([OH:11])=[O:10])[C:4](=[O:5])[CH:3]=1.N1C=CC=CC=1.[Br:18]Br>C(O)(=O)C>[Br:18][C:3]1[C:4](=[O:5])[C:6]([C:9]([OH:11])=[O:10])=[CH:7][NH:8][C:2]=1[CH3:1]. Reported procedure: To 6-methyl-4-(1H)-pyridone-3-carboxylic acid (prepared according to the procedure described in J. Org. Chem., 1972, 37, 1145-1148) (10.0 g, 65.4 mmol) and dry pyridine (5.2 ml) in acetic acid (200 ml) at 100° C. was added bromine (14.6 g, 91.5 mmol) in acetic acid (30 ml) dropwise over 1 hour. Heating was continued for 2 hours then cooled to room temperature. The precipitate which formed on cooling was collected by filtration, and washed with methanol to give the product as a cream coloured sol... Reactants: FC1=C(C=C2C(=NNC2=C1)C)C=O (6-Fluoro-3-methyl-1H-indazole-5-carbaldehyde), NC(=CC#N)C(F)F (3-amino-4,4-difluorobut-2-enenitrile). The solvent is C(C)(=O)O (acetic acid), C1CCOC1 (THF). Product: FC(C=1NC(=C(C(C1C#N)C=1C=C2C(=NNC2=CC1F)C)C#N)C(F)F)F (2,6-Bis(difluoromethyl)-4-(6-fluoro-3-methyl-1H-indazol-5-yl)-1,4-dihydropyridine-3,5-dicarbonitrile). Reaction SMILES: [F:1][C:2]1[CH:10]=[C:9]2[C:5]([C:6]([CH3:11])=[N:7][NH:8]2)=[CH:4][C:3]=1[CH:12]=O.[NH2:14][C:15]([CH:19]([F:21])[F:20])=[CH:16][C:17]#[N:18]>C(O)(=O)C.C1COCC1>[F:20][CH:19]([F:21])[C:15]1[NH:14][C:15]([CH:19]([F:21])[F:20])=[C:16]([C:17]#[N:18])[CH:12]([C:3]2[CH:4]=[C:5]3[C:9](=[CH:10][C:2]=2[F:1])[NH:8][N:7]=[C:6]3[CH3:11])[C:16]=1[C:17]#[N:18]. Procedure details: A solution of 100 mg (0.56 mmol) 6-fluoro-3-methyl-1H-indazole-5-carbaldehyde (Example 3A) and 146 mg (1.24 mmol) 3-amino-4,4-difluorobut-2-enenitrile [obtainable by Thorpe reaction of acetonitrile with 2,2-difluoroacetonitrile, cf. Org. React. 15, 1 (1967), ibid. 31, 1 (1984)] in acetic acid (0.54 ml) containing powdered 4 Å molecular sieve was heated to reflux temperature for 5 h. After cooling, the reaction mixture was diluted with THF and filtered. The filtrate was directly purified by prepa... Reactants: CCc1nnnn1C, [Li]CCCC, CCCCCC, O=C(c1ccc(F)cc1)c1ccc(F)cc1, C1CCOC1. Yields the product CC(c1nnnn1C)C(O)(c1ccc(F)cc1)c1ccc(F)cc1. Reaction SMILES: [CH2:1]([CH3:2])[c:3]1[n:4][n:5][n:6][n:7]1[CH3:8].[CH2:9]([Li:10])[CH2:11][CH2:12][CH3:13].[CH3:35][CH2:36][CH2:37][CH2:38][CH2:39][CH3:40].[F:14][c:15]1[cH:16][cH:17][c:18]([C:19](=[O:20])[c:21]2[cH:22][cH:23][c:24]([F:27])[cH:25][cH:26]2)[cH:28][cH:29]1.[O:30]1[CH2:31][CH2:32][CH2:33][CH2:34]1>>[CH:1]([CH3:2])([c:3]1[n:4][n:5][n:6][n:7]1[CH3:8])[C:19]([c:18]1[cH:17][cH:16][c:15]([F:14])[cH:29][cH:28]1)([OH:20])[c:21]1[cH:22][cH:23][c:24]([F:27])[cH:25][cH:26]1. Reactants: C[Si](C)(C)Cl (TMSCl), BrCC(=O)OCC (ethyl 2-bromoacetate), COC1=C(C=O)C(=CC(=C1)OC1OCCCC1)B1OC(C(O1)(C)C)(C)C (2-methoxy-4-(tetrahydro-2H-pyran-2-yloxy)-6-(4,4,5,5-tetramethyl-1,3,2-dioxaborolan-2-yl)benzaldehyde). Reagents/catalysts: [Zn] (zinc). The solvent is C1CCOC1 (THF), C1CCOC1 (THF). Reaction conditions: temperature 55 celsius, time 15 minute. The product is C(C)OC(CC1C2=C(B(O1)O)C=C(C=C2OC)OC2OCCCC2)=O (Ethyl-2-(1-hydroxy-4-methoxy-6-(tetrahydro-2H-pyran-2-yloxy)-1,3-dihydrobenzo[c][1,2]oxaborol-3-yl)acetate). RXN SMILES: C[Si](Cl)(C)C.Br[CH2:7][C:8]([O:10][CH2:11][CH3:12])=[O:9].[CH3:13][O:14][C:15]1[CH:22]=[C:21]([O:23][CH:24]2[CH2:29][CH2:28][CH2:27][CH2:26][O:25]2)[CH:20]=[C:19]([B:30]2[O:34][C:33](C)(C)C(C)(C)[O:31]2)[C:16]=1C=O>C1COCC1.[Zn]>[CH2:11]([O:10][C:8](=[O:9])[CH2:7][CH:33]1[O:34][B:30]([OH:31])[C:19]2[CH:20]=[C:21]([O:23][CH:24]3[CH2:29][CH2:28][CH2:27][CH2:26][O:25]3)[CH:22]=[C:15]([O:14][CH3:13])[C:16]1=2)[CH3:12]. Reported procedure: To a mixture of zinc powder (0.98 g, 15.0 mmol) in anhydrous THF (30 mL) was added TMSCl (0.39 mL, 3.0 mmol) at 40° C. The resulting mixture was stirred at 55° C. for 15 min and cooled to 37° C. After addition of ethyl 2-bromoacetate (1.35 mL, 12.0 mmol), the reaction mixture was stirred at this temperature for an additional 30 min. To a solution of 2-methoxy-4-(tetrahydro-2H-pyran-2-yloxy)-6-(4,4,5,5-tetramethyl-1,3,2-dioxaborolan-2-yl)benzaldehyde (1.09 g, 3.0 mmol) in anhydrous THF (40 mL) wa...